From a dataset of the Open Reaction Database (ORD), a public repository of structured organic reaction records. describe an organic reaction: reactants, conditions, products, and yield Reactants: [OH-].[Na+] (NaOH), C(C1=CC=CC=C1)C(C(=O)OCC)C(=O)OCC (diethyl 2-benzylmalonate), [H-].[H-].[H-].[H-].[Li+].[Al+3] (LiAlH4). Solvent: CCOCC (Et2O), CCOCC (Et2O). The product is C(C1=CC=CC=C1)C(CO)CO (2-benzyl-1,3-propanediol). Isolated yield 63.6%. Reaction SMILES: [CH2:1]([CH:8]([C:14](OCC)=[O:15])[C:9](OCC)=[O:10])[C:2]1[CH:7]=[CH:6][CH:5]=[CH:4][CH:3]=1.[H-].[H-].[H-].[H-].[Li+].[Al+3].[OH-].[Na+]>CCOCC>[CH2:1]([CH:8]([CH2:9][OH:10])[CH2:14][OH:15])[C:2]1[CH:7]=[CH:6][CH:5]=[CH:4][CH:3]=1 |f:1.2.3.4.5.6,7.8|. Procedure: Slowly add a solution of diethyl 2-benzylmalonate (20 g) in Et2O (300 mL) to a slurry of LiAlH4 (6 g) in Et2O (300 mL), then heat the reaction mixture at reflux for 14 h. Carefully add 4N NaOH to the reaction mixture until there is no precipitate, then extract with EtOAc. Concentrate the organic layer and purify the crude product on a silica gel column, eluting with EtOAc to obtain 2-benzyl-1,3-propanediol (8.45 g).